Dataset: the Open Reaction Database (ORD), a public repository of structured organic reaction records. Task: describe an organic reaction: reactants, conditions, products, and yield Starting materials: CCCCCCCCC(/C=C/C(CCCCCC(=O)O)O)O (7,10-Dihydroxy-8(E)-Octadecenoic Acid), C(CCCCCCC\C=C/CCCCCCCC)(=O)O (Oleic Acid), C(CCCCCCC\C=C/CCCCCCCC)(=O)O (Oleic Acid), CCCCCCCCC(/C=C/C(CCCCCC(=O)O)O)O (7,10-Dihydroxy-8(E)-Octadecenoic Acid), tri-hydroxy unsaturated fatty acids, 16- and 17-Hydroxy-9-Octadecenoic Acid, C(CCCCCCC\C=C/CCCCCCCC)(=O)O (Oleic Acid). Product: 12,13,17-Trihydroxy-9(Z)-Octadecenoic Acid, C(CCCCCCC\C=C/C\C=C/CCCCC)(=O)O (Linoleic Acid). Reaction SMILES: [C:1]([OH:20])(=[O:19])[CH2:2][CH2:3][CH2:4][CH2:5][CH2:6][CH2:7][CH2:8]/[CH:9]=[CH:10]\[CH2:11][CH2:12][CH2:13][CH2:14][CH2:15][CH2:16][CH2:17][CH3:18].CCCCCCCCC(O)/C=C/C(O)CCCCCC(O)=O>>[C:1]([OH:20])(=[O:19])[CH2:2][CH2:3][CH2:4][CH2:5][CH2:6][CH2:7][CH2:8]/[CH:9]=[CH:10]\[CH2:11]/[CH:12]=[CH:13]\[CH2:14][CH2:15][CH2:16][CH2:17][CH3:18]. Procedure: Microbial conversions of unsaturated fatty acids have been widely exploited to produce new, value-added products. Hou, (C. T Hou, “Microbial Oxidation of Unsaturated Fatty Acids”, Advances in Applied Microbiology Vol. 41, pp. 1-23, 1995) recently reviewed the work on some biological oxidation systems. Wallen et al., (L. L. Wallen et al., “The Microbiological Production of 10-Hydroxystearic Acid from Oleic acid”, Arch. Biochem. Biophys. 99:249-253, 1962) reported the first bioconversion of oleic ... Reactants: ClC1=CC(=C(CN2N=CC3=CC(=CC=C23)C=C2C(N=C(S2)SCC)=O)C=C1)C(F)(F)F (5-[1-(4-chloro-2-trifluoromethyl-benzyl)-1H-indazol-5-ylmethylene]-2-ethylsulfanyl-thiazol-4-one), CC1(CCNCC1)C(=O)O (4-methyl-piperidine-4-carboxylic acid). Yields the product ClC1=CC(=C(CN2N=CC3=CC(=CC=C23)C=C2C(N=C(S2)N2CCC(CC2)(C(=O)O)C)=O)C=C1)C(F)(F)F (1-{5-[1-(4-Chloro-2-trifluoromethyl-benzyl)-1H-indazol-5-ylmethylene]-4-oxo-4,5-dihydro-thiazol-2-yl}-4-methyl-piperidine-4-carboxylic acid). As a reaction SMILES: [Cl:1][C:2]1[CH:27]=[CH:26][C:5]([CH2:6][N:7]2[C:15]3[C:10](=[CH:11][C:12]([CH:16]=[C:17]4[S:21][C:20](SCC)=[N:19][C:18]4=[O:25])=[CH:13][CH:14]=3)[CH:9]=[N:8]2)=[C:4]([C:28]([F:31])([F:30])[F:29])[CH:3]=1.[CH3:32][C:33]1([C:39]([OH:41])=[O:40])[CH2:38][CH2:37][NH:36][CH2:35][CH2:34]1>>[Cl:1][C:2]1[CH:27]=[CH:26][C:5]([CH2:6][N:7]2[C:15]3[C:10](=[CH:11][C:12]([CH:16]=[C:17]4[S:21][C:20]([N:36]5[CH2:37][CH2:38][C:33]([CH3:32])([C:39]([OH:41])=[O:40])[CH2:34][CH2:35]5)=[N:19][C:18]4=[O:25])=[CH:13][CH:14]=3)[CH:9]=[N:8]2)=[C:4]([C:28]([F:29])([F:30])[F:31])[CH:3]=1. Procedure: 1-{5-[1-(4-Chloro-2-trifluoromethyl-benzyl)-1H-indazol-5-ylmethylene]-4-oxo-4,5-dihydro-thiazol-2-yl}-4-methyl-piperidine-4-carboxylic acid was prepared from 5-[1-(4-chloro-2-trifluoromethyl-benzyl)-1H-indazol-5-ylmethylene]-2-ethylsulfanyl-thiazol-4-one and 4-methyl-piperidine-4-carboxylic acid following General Procedure C. The reactants are ClCCCSC1=C(C(=NC=C1)CSC1=CC=NC=C1)C (4-(3-chloropropylthio)-3-methyl-2-[(4-pyridinylthio)methyl]pyridine), N1C=NC=C1 (imidazole), C([O-])([O-])=O.[K+].[K+] (potassium carbonate). Product: N1(C=NC=C1)CCCSC1=C(C(=NC=C1)CSC1=CC=NC=C1)C (4-[3-(1-Imidazolyl)propylthio]-3-methyl-2-[(4-pyridinylthio)methyl]pyridin). Yield: 32.0%. As a reaction SMILES: Cl[CH2:2][CH2:3][CH2:4][S:5][C:6]1[CH:11]=[CH:10][N:9]=[C:8]([CH2:12][S:13][C:14]2[CH:19]=[CH:18][N:17]=[CH:16][CH:15]=2)[C:7]=1[CH3:20].[NH:21]1[CH:25]=[CH:24][N:23]=[CH:22]1.C(=O)([O-])[O-].[K+].[K+]>>[N:21]1([CH2:2][CH2:3][CH2:4][S:5][C:6]2[CH:11]=[CH:10][N:9]=[C:8]([CH2:12][S:13][C:14]3[CH:19]=[CH:18][N:17]=[CH:16][CH:15]=3)[C:7]=2[CH3:20])[CH:25]=[CH:24][N:23]=[CH:22]1 |f:2.3.4|. Procedure details: According to the procedure indicated in Example 7, reaction of 4-(3-chloropropylthio)-3-methyl-2-[(4-pyridinylthio)methyl]pyridine with imidazole (2.0 equivalents) and potassium carbonate and subsequent chromatography on silica gel (dichloromethane/acetone/NH3 aq) gives, after crystallization from diisopropyl ether, the title compound; m.p. 117-119° C.; yield 32% of theory. RXN SMILES: [O:1]1[CH2:6][CH2:5][N:4]([C:7]2[CH:12]=[CH:11][CH:10]=[CH:9][C:8]=2[NH:13][C:14]([NH2:16])=[S:15])[CH2:3][CH2:2]1.[CH3:17][I:18]>CO>[IH:18].[CH3:17][S:15][C:14](=[NH:16])[NH:13][C:8]1[CH:9]=[CH:10][CH:11]=[CH:12][C:7]=1[N:4]1[CH2:5][CH2:6][O:1][CH2:2][CH2:3]1 |f:3.4|. Solvent: CO (methanol). Product: I.CSC(NC1=C(C=CC=C1)N1CCOCC1)=N (2-methyl-1-(2-morpholinophenyl)-2-thiopseudourea hydroiodide). The reactants are O1CCN(CC1)C1=C(C=CC=C1)NC(=S)N (1-(2-morpholinophenyl)thiourea), CI (methyliodide). Procedure details: A solution of 1-(2-morpholinophenyl)thiourea (7.2 g) in dry methanol (30 ml) was heated at reflux with methyliodide (4.2 g) for 2 hours. The solvent was removed under reduced pressure and dry ether (15 ml) was added and on scratching gave 2-methyl-1-(2-morpholinophenyl)-2-thiopseudourea hydroiodide (m.p. 151°-152° C.). Reported procedure: 3-(tert-butyldimethylsilyloxy)-N′-((2R,3R)-3-(tert-butyldimethylsilyloxy)-2-(3-chloro-4-cyano-2-methylphenylamino)butanoyl)benzohydrazide (intermediate 9b) (362 mg, 0.57 mmol) was cyclized with PS-PPh3 (3.0 mmol/g, 389 mg, 1.2 mmol), I2 (289 mg, 1.1 mmol), and TEA (0.65 mL, 4.7 mmol) as described for the preparation of intermediate 7c. After column chromatography (20% EtOAc/hexanes) the title compound was isolated as a white solid (229 mg, 65%). 1H NMR (500 MHz, CDCl3, δ in ppm) 7.56 (m, 1H), 7.... Yields the product [Si](C)(C)(C(C)(C)C)O[C@@H]([C@H](C=1OC(=NN1)C1=CC(=CC=C1)O[Si](C)(C)C(C)(C)C)NC1=C(C(=C(C#N)C=C1)Cl)C)C (4-((1R,2R)-2-(tert-butyldimethylsilyloxy)-1-(5-(3-(tert-butyldimethylsilyloxy)phenyl)-1,3,4-oxadiazol-2-yl)propylamino)-2-chloro-3-methylbenzonitrile), solid. The reactants are II (I2), C1=CC=C(C=C1)P(C2=CC=CC=C2)C3=CC=CC=C3 (PPh3), [Si](C)(C)(C(C)(C)C)O[C@H]([C@H](C=1OC(=NN1)C1=CC(=CC=C1)O[Si](C)(C)C(C)(C)C)NC1=C(C(=C(C#N)C=C1)Cl)C)C (4-((1R,2S)-2-(tert-butyldimethylsilyloxy)-1-(5-(3-(tert-butyldimethyl-silyloxy)phenyl)-1,3,4-oxadiazol-2-yl)propylamino)-2-chloro-3-methylbenzonitrile), [Si](C)(C)(C(C)(C)C)OC=1C=C(C(=O)NNC([C@@H]([C@@H](C)O[Si](C)(C)C(C)(C)C)NC2=C(C(=C(C=C2)C#N)Cl)C)=O)C=CC1 (3-(tert-butyldimethylsilyloxy)-N′-((2R,3R)-3-(tert-butyldimethylsilyloxy)-2-(3-chloro-4-cyano-2-methylphenylamino)butanoyl)benzohydrazide), [Si](C)(C)(C(C)(C)C)OC=1C=C(C(=O)NNC([C@@H]([C@@H](C)O[Si](C)(C)C(C)(C)C)NC2=C(C(=C(C=C2)C#N)Cl)C)=O)C=CC1 (3-(tert-butyldimethylsilyloxy)-N′-((2R,3R)-3-(tert-butyldimethylsilyloxy)-2-(3-chloro-4-cyano-2-methylphenylamino)butanoyl)benzohydrazide), TEA. The yield is 65.0%. Reaction SMILES: [Si](OC1C=C(C=CC=1)C(NNC(=O)[C@H](NC1C=CC(C#N)=C(Cl)C=1C)[C@H](O[Si](C(C)(C)C)(C)C)C)=O)(C(C)(C)C)(C)C.C1C=CC(P(C2C=CC=CC=2)C2C=CC=CC=2)=CC=1.II.[Si:64]([O:71][C@@H:72]([CH3:104])[C@@H:73]([NH:93][C:94]1[CH:101]=[CH:100][C:97]([C:98]#[N:99])=[C:96]([Cl:102])[C:95]=1[CH3:103])[C:74]1[O:75][C:76]([C:79]2[CH:84]=[CH:83][CH:82]=[C:81]([O:85][Si:86]([C:89]([CH3:92])([CH3:91])[CH3:90])([CH3:88])[CH3:87])[CH:80]=2)=[N:77][N:78]=1)([C:67]([CH3:70])([CH3:69])[CH3:68])([CH3:66])[CH3:65]>>[Si:64]([O:71][C@H:72]([CH3:104])[C@@H:73]([NH:93][C:94]1[CH:101]=[CH:100][C:97]([C:98]#[N:99])=[C:96]([Cl:102])[C:95]=1[CH3:103])[C:74]1[O:75][C:76]([C:79]2[CH:84]=[CH:83][CH:82]=[C:81]([O:85][Si:86]([C:89]([CH3:90])([CH3:91])[CH3:92])([CH3:87])[CH3:88])[CH:80]=2)=[N:77][N:78]=1)([C:67]([CH3:68])([CH3:69])[CH3:70])([CH3:65])[CH3:66].